From a dataset of the Open Reaction Database (ORD), a public repository of structured organic reaction records. describe an organic reaction: reactants, conditions, products, and yield Reactants: ClC(C(=O)N(C)C)C (2-chloro-N,N-dimethylpropionamide), ClC1=C(C=C(C=C1)C)C1=NNC=C1C (3-(2-chloro-5-methylphenyl)-4-methylpyrazole), CC=1C(=NNC1)C1=CC=CC=C1 (4-methyl-3-phenylpyrazole). Product: ClC1=C(C=C(C=C1)C)C1=NN(C=C1C)C(C(=O)N(C)C)CC (3-(2-chloro-5-methylphenyl)-α-ethyl-N,N,4-trimethylpyrazole-1-acetamide). Reaction SMILES: Cl[CH:2]([CH3:8])[C:3]([N:5]([CH3:7])[CH3:6])=[O:4].[Cl:9][C:10]1[CH:15]=[CH:14][C:13]([CH3:16])=[CH:12][C:11]=1[C:17]1[C:21]([CH3:22])=[CH:20][NH:19][N:18]=1.[CH3:23]C1C(C2C=CC=CC=2)=NNC=1>>[Cl:9][C:10]1[CH:15]=[CH:14][C:13]([CH3:16])=[CH:12][C:11]=1[C:17]1[C:21]([CH3:22])=[CH:20][N:19]([CH:2]([CH2:8][CH3:23])[C:3]([N:5]([CH3:7])[CH3:6])=[O:4])[N:18]=1. Procedure: Using the procedure of Example 1, but substituting 2-bromo-N,N-dimethylbutyramide for 2-chloro-N,N-dimethylpropionamide and 3-(2-chloro-5-methylphenyl)-4-methylpyrazole for 4-methyl-3-phenylpyrazole there is obtained 3-(2-chloro-5-methylphenyl)-α-ethyl-N,N,4-trimethylpyrazole-1-acetamide isolated as an oil.